From a dataset of the Open Reaction Database (ORD), a public repository of structured organic reaction records. describe an organic reaction: reactants, conditions, products, and yield Reactants: C(C1=CC=CC=C1)OC(=O)NC(CN1CC2CN(CC(C1)C2O)C(=O)OC(C)(C)C)COC2=CC=C(C=C2)C#N (tert-Butyl 7-[2-{[(benzyloxy)carbonyl]amino}-3-(4-cyanophenoxy)propyl]-9-hydroxy-3,7-diazabicyclo[3.3.1]nonane-3-carboxylate). Run in C(C)O (ethanol), [Pd] (Pd/C). The product is NC(CN1CC2CN(CC(C1)C2O)C(=O)OC(C)(C)C)COC2=CC=C(C=C2)C#N (tert-Butyl 7-[2-amino-3-(4-cyanophenoxy)propyl]-9-hydroxy-3,7-diazabicyclo[3.3.1]nonane-3-carboxylate). The yield is 64.1%. Reaction SMILES: C(OC([NH:11][CH:12]([CH2:31][O:32][C:33]1[CH:38]=[CH:37][C:36]([C:39]#[N:40])=[CH:35][CH:34]=1)[CH2:13][N:14]1[CH2:21][CH:20]2[CH:22]([OH:23])[CH:16]([CH2:17][N:18]([C:24]([O:26][C:27]([CH3:30])([CH3:29])[CH3:28])=[O:25])[CH2:19]2)[CH2:15]1)=O)C1C=CC=CC=1>C(O)C.[Pd]>[NH2:11][CH:12]([CH2:31][O:32][C:33]1[CH:38]=[CH:37][C:36]([C:39]#[N:40])=[CH:35][CH:34]=1)[CH2:13][N:14]1[CH2:21][CH:20]2[CH:22]([OH:23])[CH:16]([CH2:17][N:18]([C:24]([O:26][C:27]([CH3:28])([CH3:30])[CH3:29])=[O:25])[CH2:19]2)[CH2:15]1. Reported procedure: tert-Butyl 7-[2-{[(benzyloxy)carbonyl]amino}-3-(4-cyanophenoxy)propyl]-9-hydroxy-3,7-diazabicyclo[3.3.1]nonane-3-carboxylate (from step (i) above; 6.17 g; 11.2 mmol) was dissolved in ethanol (56 mL; 85%) and hydrogenated over Pd/C (5%). The resultant mixture was filtered, the solvent was evaporated and the crude product was purified by chromatography on silica (toluene:ethyl acetate:isopropanol; 8:1:1) which gave 2.99 g (64%) of the tide compound. Starting materials: N(CC)CC (Et2NH), S(=O)(=O)([O-])[O-].C1=CC=CC=2C3=CC=CC=C3C(C12)COC(=O)N1CCC(CC1)C1=NC(=NO1)[C@H]1N2C(N([C@H](CC1)C2)OS(=O)(=O)O)=O.C(CCC)[N+](CCCC)(CCCC)CCCC.C(CCC)[N+](CCCC)(CCCC)CCCC (tetrabutylammonium (9H-fluoren-9-yl)methyl 4-(3-((2S,5R)-7-oxo-6-(sulfooxy)-1,6-diaza-bicyclo[3.2.1]octan-2-yl)-1,2,4-oxadiazol-5-yl)piperidine-1-carboxylate sulfate). Solvent: C(Cl)Cl (DCM). Conditions: time 12 hour. The product is S(=O)(=O)(ON1[C@@H]2CC[C@H](N(C1=O)C2)C2=NOC(=N2)C2CCNCC2)O ((2S,5R)-7-oxo-2-(5-(piperidin-4-yl)-1,2,4-oxadiazol-3-yl)-1,6-diaza-bicyclo[3.2.1]octan-6-yl hydrogen sulfate). Yield: 24.1%. As a reaction SMILES: N(CC)CC.S([O-])([O-])(=O)=O.C1C2C(COC([N:28]3[CH2:33][CH2:32][CH:31]([C:34]4[O:38][N:37]=[C:36]([C@@H:39]5[CH2:45][CH2:44][C@@H:43]6[CH2:46][N:40]5[C:41](=[O:52])[N:42]6[O:47][S:48]([OH:51])(=[O:50])=[O:49])[N:35]=4)[CH2:30][CH2:29]3)=O)C3C(=CC=CC=3)C=2C=CC=1.C([N+](CCCC)(CCCC)CCCC)CCC.C([N+](CCCC)(CCCC)CCCC)CCC>C(Cl)Cl>[S:48]([OH:51])([O:47][N:42]1[C:41](=[O:52])[N:40]2[CH2:46][C@H:43]1[CH2:44][CH2:45][C@H:39]2[C:36]1[N:35]=[C:34]([CH:31]2[CH2:32][CH2:33][NH:28][CH2:29][CH2:30]2)[O:38][N:37]=1)(=[O:49])=[O:50] |f:1.2.3.4|. Reported procedure: Et2NH (0.5 mL, 5.0 mmol)) was added to a solution of tetrabutylammonium (9H-fluoren-9-yl)methyl 4-(3-((2S,5R)-7-oxo-6-(sulfooxy)-1,6-diaza-bicyclo[3.2.1]octan-2-yl)-1,2,4-oxadiazol-5-yl)piperidine-1-carboxylate sulfate (84 mg, 0.1 mmol) in dry DCM (10 mL. The mixture was stirred at rt for 12 hrs and the solvents were evaporated under vacuum. The residue was purified by prep-HPLC to afford (2S,5R)-7-oxo-2-(5-(piperidin-4-yl)-1,2,4-oxadiazol-3-yl)-1,6-diaza-bicyclo[3.2.1]octan-6-yl hydrogen sulfat... The reactants are [Cl-].[Li+] (lithium chloride), C(C1=CC=CC=C1)OC(=O)N1C(O[C@H]([C@@H]1CC(C)C)C=O)(C)C ((4S,5R)-3-benzyloxycarbonyl-2,2-dimethyl-5-formyl-4-isobutyloxazolidine), C1CCC2=NCCCN2CC1 (DBU), C(C)OP(=O)(OCC)C(C(=O)OCC)CC (ethyl 2-diethylphosphonobutanoate), C1CCC2=NCCCN2CC1 (1,8-diazabicyclo[5,4,0]-7-undecene), Cl (hydrochloric acid). The solvent is C1CCOC1 (THF), C1CCOC1 (THF), C1CCOC1 (THF), C1CCOC1 (THF). The product is C(C1=CC=CC=C1)OC(=O)N1C(O[C@H]([C@@H]1CC(C)C)C=C(C(=O)OCC)CC)(C)C (ethyl 3-[(4S,5S)-3-benzyloxycarbonyl-2,2-dimethyl-4-isobutyloxazolidin-5-yl]-2-ethyl-2-propenoate). Yield: 88.1%. As a reaction SMILES: [Cl-].[Li+].C(OP([CH:11]([CH2:17][CH3:18])[C:12]([O:14][CH2:15][CH3:16])=[O:13])(OCC)=O)C.C1CCN2C(=NCCC2)CC1.[CH2:30]([O:37][C:38]([N:40]1[C@@H:44]([CH2:45][CH:46]([CH3:48])[CH3:47])[C@H:43]([CH:49]=O)[O:42][C:41]1([CH3:52])[CH3:51])=[O:39])[C:31]1[CH:36]=[CH:35][CH:34]=[CH:33][CH:32]=1.Cl>C1COCC1>[CH2:30]([O:37][C:38]([N:40]1[C@@H:44]([CH2:45][CH:46]([CH3:47])[CH3:48])[C@H:43]([CH:49]=[C:11]([CH2:17][CH3:18])[C:12]([O:14][CH2:15][CH3:16])=[O:13])[O:42][C:41]1([CH3:51])[CH3:52])=[O:39])[C:31]1[CH:32]=[CH:33][CH:34]=[CH:35][CH:36]=1 |f:0.1|. Procedure details: 71.6 mg of lithium chloride was suspended in 5 ml of dry THF under an argon atmosphere, and 426 mg of ethyl 2-diethylphosphonobutanoate dissolved in 0.6 ml of dry THF was added thereto under stirring. The mixture was stirred at room temperature for 5 minutes, and then 323 mg of 1,8-diazabicyclo[5,4,0]-7-undecene (hereinafter referred to simply as DBU) was added thereto in the form of a 50% dry THF solution, and the mixture was stirred at room temperature for 10 minutes. Then, 450 mg of (4S,5R)-3... Reactants: [BH4-], O=C([O-])O, Cc1cccc(C=O)c1C, CO, NC1CC1, [Na+], [Na+]. Product: Cc1cccc(CNC2CC2)c1C. Reaction SMILES: [BH4-:20].[C:15](=[O:16])([OH:17])[O-:18].[CH3:1][c:2]1[c:3]([CH:4]=[O:5])[cH:6][cH:7][cH:8][c:9]1[CH3:10].[CH3:22][OH:23].[CH:11]1([NH2:14])[CH2:12][CH2:13]1.[Na+:19].[Na+:21]>>[CH3:1][c:2]1[c:3]([CH2:4][NH:14][CH:11]2[CH2:12][CH2:13]2)[cH:6][cH:7][cH:8][c:9]1[CH3:10]. The reactants are C(=O)NC=1SC=C(N1)C(C(=O)NC1[C@@H]2N(C(=CCS2)C(=O)O)C1=O)=NOCCOC=O (7-[2-(2-formamidothiazol-4-yl)-2-(2-formyloxyethoxyimino)acetamido]-3-cephem-4-carboxylic acid), Cl (hydrochloric acid), CO (methanol). Solvent: O1CCCC1 (tetrahydrofuran). Reaction conditions: time 5 hour. Product: NC=1SC=C(N1)C(C(=O)NC1[C@@H]2N(C(=CCS2)C(=O)O)C1=O)=NOCCO (7-[2-(2-aminothiazol-4-yl)-2-(2-hydroxyethoxyimino)acetamido]-3-cephem-4-carboxylic acid). Yield: 30.3%. Reaction SMILES: C([NH:3][C:4]1[S:5][CH:6]=[C:7]([C:9](=[N:25][O:26][CH2:27][CH2:28][O:29]C=O)[C:10]([NH:12][CH:13]2[C:23](=[O:24])[N:15]3[C:16]([C:20]([OH:22])=[O:21])=[CH:17][CH2:18][S:19][C@H:14]23)=[O:11])[N:8]=1)=O.Cl.CO>O1CCCC1>[NH2:3][C:4]1[S:5][CH:6]=[C:7]([C:9](=[N:25][O:26][CH2:27][CH2:28][OH:29])[C:10]([NH:12][CH:13]2[C:23](=[O:24])[N:15]3[C:16]([C:20]([OH:22])=[O:21])=[CH:17][CH2:18][S:19][C@H:14]23)=[O:11])[N:8]=1. Procedure: A mixture of 7-[2-(2-formamidothiazol-4-yl)-2-(2-formyloxyethoxyimino)acetamido]-3-cephem-4-carboxylic acid (syn isomer, 2.1 g.), conc. hydrochloric acid (1.8 ml.), methanol (15 ml.) and tetrahydrofuran (15 ml.) was stirred at room temperature for 5 hours. After removing the solvent in vacuo, water was added to the residue and adjusted to pH 4.0 with an aqueous solution of sodium bicarbonate. The solution was subjected to column chromatography on nonionic adsorption resin "Diaion HP-20" (tradema... Reactants: [BH3-]C#N, O=C([O-])O, C=CCCCc1ccc(C(F)(F)F)cc1C=O, CC(=O)[O-], CO, [NH4+], [Na+], [Na+]. Yields the product C=CCCCc1ccc(C(F)(F)F)cc1CN. RXN SMILES: [C:23](#[N:24])[BH3-:25].[C:27](=[O:28])([OH:29])[O-:30].[CH2:1]([CH2:2][CH2:3][CH:4]=[CH2:5])[c:6]1[c:7]([CH:8]=[O:9])[cH:10][c:11]([C:14]([F:15])([F:16])[F:17])[cH:12][cH:13]1.[CH3:19][C:20](=[O:21])[O-:22].[CH3:32][OH:33].[NH4+:18].[Na+:26].[Na+:31]>>[CH2:1]([CH2:2][CH2:3][CH:4]=[CH2:5])[c:6]1[c:7]([CH2:8][NH2:24])[cH:10][c:11]([C:14]([F:15])([F:16])[F:17])[cH:12][cH:13]1.